This data is from the Open Reaction Database (ORD), a public repository of structured organic reaction records. The task is: describe an organic reaction: reactants, conditions, products, and yield Reaction SMILES: [CH2:19]([CH3:20])[O:21][c:22]1[cH:23][cH:24][c:25]([Si:28]([CH2:29][OH:30])([CH3:31])[CH3:32])[cH:26][cH:27]1.[CH3:34][c:35]1[cH:36][cH:37][cH:38][cH:39][cH:40]1.[ClH:33].[F:1][c:2]1[c:3]([O:10][c:11]2[cH:12][cH:13][cH:14][cH:15][cH:16]2)[cH:4][c:5]([CH2:8][Cl:9])[cH:6][cH:7]1.[H-:17].[Na+:18]>>[F:1][c:2]1[c:3]([O:10][c:11]2[cH:12][cH:13][cH:14][cH:15][cH:16]2)[cH:4][c:5]([CH2:8][O:30][CH2:29][Si:28]([c:25]2[cH:24][cH:23][c:22]([O:21][CH2:19][CH3:20])[cH:27][cH:26]2)([CH3:31])[CH3:32])[cH:6][cH:7]1. Reactants: CCOc1ccc([Si](C)(C)CO)cc1, Cc1ccccc1, Cl, Fc1ccc(CCl)cc1Oc1ccccc1, [H-], [Na+]. Product: CCOc1ccc([Si](C)(C)COCc2ccc(F)c(Oc3ccccc3)c2)cc1. Product: BrC(C1=CC=C(C=C1)C(C(C)(C)Cl)=O)C1=CC=C(C=C1)C(C(C)(C)Cl)=O (1-(4-{Bromo-[4-(2-chloro-2-methyl-propionyl)-phenyl]-methyl}-phenyl)-2-chloro-2-methyl-propan-1-one). The reactants are BrBr (bromine), BrBr (bromine), BrBr (bromine), BrBr (bromine), ClC(C(=O)C1=CC=C(C=C1)CC1=CC=C(C=C1)C(C(C)(C)Cl)=O)(C)C (2-chloro-1-{4-[4-(2-chloro-2-methyl-propionyl)-benzyl]-phenyl}-2-methyl-propan-1-one). Procedure details: A 350 ml sulfonation flask fitted with stirrer, reflux condenser and pressure equalized dropping funnel is charged with 2-chloro-1-{4-[4-(2-chloro-2-methyl-propionyl)-benzyl]-phenyl}-2-methyl-propan-1-one (113.1 g, 0.3 mol) and ortho-dichlorobenzene (150 ml). The mixture is heated to 150° C., and then a solution of bromine (49.6 g, 0.3 mol) in ortho-dichlorobenzene (50 ml) is added slowly in such a way that the bromine is reacted before the addition of the next drop of the bromine solution. When... As a reaction SMILES: [Cl:1][C:2]([CH3:25])([CH3:24])[C:3]([C:5]1[CH:10]=[CH:9][C:8]([CH2:11][C:12]2[CH:17]=[CH:16][C:15]([C:18](=[O:23])[C:19]([Cl:22])([CH3:21])[CH3:20])=[CH:14][CH:13]=2)=[CH:7][CH:6]=1)=[O:4].[Br:26]Br>ClC1C=CC=CC=1Cl>[Br:26][CH:11]([C:12]1[CH:17]=[CH:16][C:15]([C:18](=[O:23])[C:19]([Cl:22])([CH3:20])[CH3:21])=[CH:14][CH:13]=1)[C:8]1[CH:7]=[CH:6][C:5]([C:3](=[O:4])[C:2]([Cl:1])([CH3:25])[CH3:24])=[CH:10][CH:9]=1. Conditions: temperature 150 celsius. The solvent is ClC1=C(C=CC=C1)Cl (ortho-dichlorobenzene), ClC1=C(C=CC=C1)Cl (ortho-dichlorobenzene). Reactants: C1(=CC=CC=C1)[C@H](C)NC(C[C@@H](CCCC)CO)=O ((R)-3-Hydroxymethylheptanoic acid, (S)-1-phenylethylamide). The solvent is OS(=O)(=O)O.O1CCOCC1 (H2SO4 dioxane), ethyl acetate hexanes. Product: C(CCC)[C@@H]1CC(OC1)=O ((R)-4-butyldihydrofuran-2-one). Isolated yield 77.2%. Reaction SMILES: C1([C@@H](N[C:10](=[O:19])[CH2:11][C@H:12]([CH2:17][OH:18])[CH2:13][CH2:14][CH2:15][CH3:16])C)C=CC=CC=1>OS(O)(=O)=O.O1CCOCC1>[CH2:13]([C@H:12]1[CH2:17][O:18][C:10](=[O:19])[CH2:11]1)[CH2:14][CH2:15][CH3:16] |f:1.2|. Reported procedure: (R)-3-Hydroxymethylheptanoic acid, (S)-1-phenylethylamide (8.4 g, 31.9 mmol) was dissolved in 1 M H2SO4/dioxane (1:1, 110 mL) and the resulting solution was refluxed overnight under argon. After cooling to rt, the reaction mixture was diluted with ethyl acetate/hexanes (1:3, 200 mL) and washed with water (2×100 mL), saturated aq. NaHCO3 (2×100 mL), and brine (100 mL). The solution was dried (Na2SO4), filtered, and concentrated to afford pure (R)-4-butyldihydrofuran-2-one as a colorless oil (3.5 ... Reactants: B#N (boron nitride), B12B3C14B2B43 (boron carbide), [B] (boron). The product is [B].B12B3C14B2B43 (boron boron carbide), B#N.B12B3C14B2B43 (boron nitride boron carbide), [B].B#N.B12B3C14B2B43 (boron boron nitride boron carbide). RXN SMILES: [B:1].B#[N:3].[B:4]12[B:7]3[B:8]4[B:5]1[C:6]234>>[B:4].[B:4]12[B:7]3[B:8]4[B:5]1[C:6]234.[B:1]#[N:3].[B:4]12[B:7]3[B:8]4[B:5]1[C:6]234.[B:4].[B:1]#[N:3].[B:4]12[B:7]3[B:8]4[B:5]1[C:6]234 |f:3.4,5.6,7.8.9|. Procedure: It has thus been shown that this invention involves the fabrication of multilayer structures from thin films or coatings of boron, boron nitride, and boron carbide to form multilayer films or coatings of boron/boron carbide, boron nitride/boron carbide, and boron/boron nitride/boron carbide and involves processes which utilizes dc and rf magnetron sputtering, and simply changing the type of sputtering gas. The boron/boron carbide multilayers, are produced in an inert atmosphere, such as argon, h... Reactants: C(C)(=O)O[BH-](OC(C)=O)OC(C)=O.[Na+] (sodium triacetoxyborohydride), CN1CCNCC1 (N-methylpiperazine), CC(=O)O (HOAc), CC1=C(C=O)C=CC=C1[N+](=O)[O-] (2-Methyl-3-nitrobenzaldehyde). Solvent: ClCCCl (DCE). Run at time 1 hour. Product: CN1CCN(CC1)CC1=C(C(=CC=C1)[N+](=O)[O-])C (1-methyl-4-[(2-methyl-3-nitrophenyl)methyl]piperazine). The yield is 100.0%. Reaction SMILES: [CH3:1][C:2]1[C:9]([N+:10]([O-:12])=[O:11])=[CH:8][CH:7]=[CH:6][C:3]=1[CH:4]=O.[CH3:13][N:14]1[CH2:19][CH2:18][NH:17][CH2:16][CH2:15]1.CC(O)=O.C(O[BH-](OC(=O)C)OC(=O)C)(=O)C.[Na+]>ClCCCl>[CH3:13][N:14]1[CH2:19][CH2:18][N:17]([CH2:4][C:3]2[CH:6]=[CH:7][CH:8]=[C:9]([N+:10]([O-:12])=[O:11])[C:2]=2[CH3:1])[CH2:16][CH2:15]1 |f:3.4|. Procedure: 2-Methyl-3-nitrobenzaldehyde (J. Org. Chem. 1981, 46, 1752-1755) (1.0 g, 6.1 mmol) was dissolved in DCE and N-methylpiperazine and HOAc were added followed by sodium triacetoxyborohydride. The reaction was stirred at rt for 1 h and was then quenched with 5% K2CO3 solution. The reaction mixture was extracted (3×) with ethyl acetate, dried over magnesium sulfate, filtered, concentrated onto silica gel and flash chromatographed to give the title compound (1.6 g, 100%). 1H NMR (400 MHz, DMSO-d6) δ p... The reactants are CCOC(=O)CCCCBr, O=C([O-])[O-], CC#N, [K+], [K+], CCOC(=O)c1cc(C(=O)OCC)[nH]n1. Product: CCOC(=O)CCCCn1nc(C(=O)OCC)cc1C(=O)OCC. As a reaction SMILES: [Br:22][CH2:23][CH2:24][CH2:25][CH2:26][C:27](=[O:28])[O:29][CH2:30][CH3:31].[C:16](=[O:17])([O-:18])[O-:19].[CH3:32][C:33]#[N:34].[K+:20].[K+:21].[nH:1]1[n:2][c:3]([C:11](=[O:12])[O:13][CH2:14][CH3:15])[cH:4][c:5]1[C:6](=[O:7])[O:8][CH2:9][CH3:10]>>[n:1]1([CH2:23][CH2:24][CH2:25][CH2:26][C:27](=[O:28])[O:29][CH2:30][CH3:31])[n:2][c:3]([C:11](=[O:12])[O:13][CH2:14][CH3:15])[cH:4][c:5]1[C:6](=[O:7])[O:8][CH2:9][CH3:10].